Dataset: the Open Reaction Database (ORD), a public repository of structured organic reaction records. Task: describe an organic reaction: reactants, conditions, products, and yield Reactants: CCO, CN, CCOC(=O)COC(C)(c1cccc(Cl)c1)C1CCCN(C(=O)NC(CC2CCCCC2)CN(C)C(=O)OCC[Si](C)(C)C)C1. The product is CNC(=O)COC(C)(c1cccc(Cl)c1)C1CCCN(C(=O)NC(CC2CCCCC2)CN(C)C(=O)OCC[Si](C)(C)C)C1. As a reaction SMILES: [CH2:48]([OH:49])[CH3:50].[CH3:46][NH2:47].[Cl:1][c:2]1[cH:3][c:4]([C:8]([CH3:9])([O:10][CH2:11][C:12]([O:14][CH2:13][CH3:15])=[O:16])[CH:17]2[CH2:18][N:19]([C:23]([NH:24][CH:25]([CH2:26][CH:27]3[CH2:28][CH2:29][CH2:30][CH2:31][CH2:32]3)[CH2:33][N:34]([C:35](=[O:36])[O:37][CH2:38][CH2:39][Si:40]([CH3:41])([CH3:42])[CH3:43])[CH3:44])=[O:45])[CH2:20][CH2:21][CH2:22]2)[cH:5][cH:6][cH:7]1>>[Cl:1][c:2]1[cH:3][c:4]([C:8]([CH3:9])([O:10][CH2:11][C:12](=[O:14])[NH:47][CH3:46])[CH:17]2[CH2:18][N:19]([C:23]([NH:24][CH:25]([CH2:26][CH:27]3[CH2:28][CH2:29][CH2:30][CH2:31][CH2:32]3)[CH2:33][N:34]([C:35](=[O:36])[O:37][CH2:38][CH2:39][Si:40]([CH3:41])([CH3:42])[CH3:43])[CH3:44])=[O:45])[CH2:20][CH2:21][CH2:22]2)[cH:5][cH:6][cH:7]1. The reactants are N1CC(C1)OC=1C=CC(=NC1)NC=1C(N(C=C(C1)Br)C)=O (3-(5-(Azetidin-3-yloxy)pyridin-2-ylamino)-5-bromo-1-methylpyridin-2(1H)-one), solution, C=O (formaldehyde), O (water), C(#N)[BH3-].[Na+] (sodium cyanoborohydride). Reagents/catalysts: [Cl-].[Zn+2].[Cl-] (zinc chloride). The solvent is CO (methanol), CO (methanol). Conditions: time 4 hour. Yields the product BrC=1C=C(C(N(C1)C)=O)NC1=NC=C(C=C1)OC1CN(C1)C (5-Bromo-1-methyl-3-(5-(1-methylazetidin-3-yloxy)pyridin-2-ylamino)pyridin-2(1H)-one). Yield: 77.0%. Reaction SMILES: [NH:1]1[CH2:4][CH:3]([O:5][C:6]2[CH:7]=[CH:8][C:9]([NH:12][C:13]3[C:14](=[O:21])[N:15]([CH3:20])[CH:16]=[C:17]([Br:19])[CH:18]=3)=[N:10][CH:11]=2)[CH2:2]1.C=O.O.[C:25]([BH3-])#N.[Na+]>CO.[Cl-].[Zn+2].[Cl-]>[Br:19][C:17]1[CH:18]=[C:13]([NH:12][C:9]2[CH:8]=[CH:7][C:6]([O:5][CH:3]3[CH2:4][N:1]([CH3:25])[CH2:2]3)=[CH:11][N:10]=2)[C:14](=[O:21])[N:15]([CH3:20])[CH:16]=1 |f:3.4,6.7.8|. Procedure: A 250-mL single-neck round-bottomed flask equipped with a magnetic stirrer was purged with nitrogen and charged with 251d (1.10 g, 2.95 mmol), 37% solution of formaldehyde in water (111 mg, 3.70 mmol) and methanol (15 mL). A suspension of sodium cyanoborohydride (540 mg, 8.60 mmol) and zinc chloride (600 mg, 4.40 mmol) in methanol (10 mL) was added, and the reaction was stirred at room temperature for 4 h. After this time, the reaction mixture was concentrated, and the residue was partitioned be... Starting materials: BrC=1C=C(C(=O)NC2=CC=C(C=C2)OC(F)(F)F)C=CC1N1C[C@@H](CC1)O ((R)-3-bromo-4-(3-hydroxypyrrolidin-1-yl)-N-(4-(trifluoromethoxy)phenyl)benzamide), CC1=CC=C(C=N1)B(O)O ((6-methylpyridin-3-yl)boronic acid). Reported procedure: The title compound was prepared in an analogous fashion to that described in Example 1 using (R)-3-bromo-4-(3-hydroxypyrrolidin-1-yl)-N-(4-(trifluoromethoxy)phenyl)benzamide (Stage 2.1) and (6-methylpyridin-3-yl)boronic acid to afford a white solid. UPLC-MS (condition 1) tR=1.92, m/z=458.1-459.1 [M+H]+, m/z=456.2-457.3 [M−H]−; 1H-NMR (400 MHz, DMSO-d6) δ ppm 1.69-1.78 (m, 1H) 1.81-1.91 (m, 1H) 2.53 (s, 3H) 2.67 (d, J=10.27 Hz, 1H) 3.00-3.08 (m, 2H) 3.18-3.28 (m, 1H) 4.16-4.21 (m, 1H) 4.83 (d, J=... RXN SMILES: Br[C:2]1[CH:3]=[C:4]([CH:19]=[CH:20][C:21]=1[N:22]1[CH2:26][CH2:25][C@@H:24]([OH:27])[CH2:23]1)[C:5]([NH:7][C:8]1[CH:13]=[CH:12][C:11]([O:14][C:15]([F:18])([F:17])[F:16])=[CH:10][CH:9]=1)=[O:6].[CH3:28][C:29]1[N:34]=[CH:33][C:32](B(O)O)=[CH:31][CH:30]=1>>[OH:27][C@@H:24]1[CH2:25][CH2:26][N:22]([C:21]2[CH:20]=[CH:19][C:4]([C:5]([NH:7][C:8]3[CH:13]=[CH:12][C:11]([O:14][C:15]([F:18])([F:17])[F:16])=[CH:10][CH:9]=3)=[O:6])=[CH:3][C:2]=2[C:32]2[CH:33]=[N:34][C:29]([CH3:28])=[CH:30][CH:31]=2)[CH2:23]1. Product: O[C@H]1CN(CC1)C1=C(C=C(C(=O)NC2=CC=C(C=C2)OC(F)(F)F)C=C1)C=1C=NC(=CC1)C ((R)-4-(3-Hydroxypyrrolidin-1-yl)-3-(6-methylpyridin-3-yl)-N-(4-(trifluoromethoxy)phenyl)benzamide).